This data is from the Open Reaction Database (ORD), a public repository of structured organic reaction records. The task is: describe an organic reaction: reactants, conditions, products, and yield The reactants are C(C)OC(C1=CC=C(C=C1)O)=O (ethyl-4-hydroxybenzoate), C(C)N(CCCl)CC (diethylchloroethylamine). The product is C(C)OC(C1=CC=C(C=C1)OCCN(CC)CC)=O (ethyl-4-(diethylaminoethyloxy)benzoate). As a reaction SMILES: [CH2:1]([O:3][C:4](=[O:12])[C:5]1[CH:10]=[CH:9][C:8]([OH:11])=[CH:7][CH:6]=1)[CH3:2].[CH2:13]([N:15]([CH2:19][CH3:20])[CH2:16][CH2:17]Cl)[CH3:14]>>[CH2:1]([O:3][C:4](=[O:12])[C:5]1[CH:10]=[CH:9][C:8]([O:11][CH2:14][CH2:13][N:15]([CH2:19][CH3:20])[CH2:16][CH3:17])=[CH:7][CH:6]=1)[CH3:2]. Procedure details: The title compound was prepared by alkylation of ethyl-4-hydroxybenzoate with diethylchloroethylamine using methods analogous to those described in Example 2(i). Starting materials: [Br-], O=C(Cl)Oc1ccc(Oc2ccc(C(F)(F)F)cn2)cc1, Fc1cccc(CN2CCNCC2)c1, [K+]. Product: O=C(Oc1ccc(Oc2ccc(C(F)(F)F)cn2)cc1)N1CCN(Cc2cccc(F)c2)CC1, Cl. As a reaction SMILES: [Br-:36].[Cl:1][C:2](=[O:3])[O:4][c:5]1[cH:6][cH:7][c:8]([O:11][c:12]2[n:13][cH:14][c:15]([C:18]([F:19])([F:20])[F:21])[cH:16][cH:17]2)[cH:9][cH:10]1.[F:22][c:23]1[cH:24][c:25]([CH2:26][N:27]2[CH2:28][CH2:29][NH:30][CH2:31][CH2:32]2)[cH:33][cH:34][cH:35]1.[K+:37]>>[C:2](=[O:3])([O:4][c:5]1[cH:6][cH:7][c:8]([O:11][c:12]2[n:13][cH:14][c:15]([C:18]([F:19])([F:20])[F:21])[cH:16][cH:17]2)[cH:9][cH:10]1)[N:30]1[CH2:29][CH2:28][N:27]([CH2:26][c:25]2[cH:24][c:23]([F:22])[cH:35][cH:34][cH:33]2)[CH2:32][CH2:31]1.[ClH:1].